This data is from the Open Reaction Database (ORD), a public repository of structured organic reaction records. The task is: describe an organic reaction: reactants, conditions, products, and yield The yield is 83.5%. Run at time 4 hour. Run in CO (methanol). Procedure details: 7.1 ml (80.74 mmol) of trifluoromethanesulphonic acid were added dropwise under argon and while cooling with ice to a suspension of 7.5 g (13.54 mmol) of N2 -[(R)-2-benzamido-8-methoxy-1,2,3,4-tetrahydro-naphthalene-2-carbonyl]-L-phenylalanine cyclohexylamide in 35 ml of methanol. The mixture was stirred at 80° in a bomb tube for 4 hours, then cooled and subsequently concentrated to a volume of ~20 ml. 50 ml of dichloromethane were added while stirring, the suspension was filtered and the fitter... Product: FC(S(=O)(=O)O)(F)F.C1(CCCCC1)NC([C@@H](N)CC1=CC=CC=C1)=O (L-phenylalanine cyclohexylamide trifluoromethanesulphonate). Starting materials: FC(S(=O)(=O)O)(F)F (trifluoromethanesulphonic acid), N#N.C1(CCCCC1)NC([C@@H](NC(=O)[C@@]1(CC2=C(C=CC=C2CC1)OC)NC(C1=CC=CC=C1)=O)CC1=CC=CC=C1)=O (N2 [(R)-2-benzamido-8-methoxy-1,2,3,4-tetrahydro-naphthalene-2-carbonyl]-L-phenylalanine cyclohexylamide). Reaction SMILES: [F:1][C:2]([F:8])([F:7])[S:3]([OH:6])(=[O:5])=[O:4].N#N.[CH:11]1([NH:17][C:18](=[O:51])[C@H:19]([CH2:44][C:45]2[CH:50]=[CH:49][CH:48]=[CH:47][CH:46]=2)[NH:20]C([C@@]2(NC(=O)C3C=CC=CC=3)CCC3C(=C(OC)C=CC=3)C2)=O)[CH2:16][CH2:15][CH2:14][CH2:13][CH2:12]1>CO>[F:1][C:2]([F:8])([F:7])[S:3]([OH:6])(=[O:5])=[O:4].[CH:11]1([NH:17][C:18](=[O:51])[C@H:19]([CH2:44][C:45]2[CH:46]=[CH:47][CH:48]=[CH:49][CH:50]=2)[NH2:20])[CH2:16][CH2:15][CH2:14][CH2:13][CH2:12]1 |f:1.2,4.5|. The reactants are [Li]CCCC, CN(C)c1ccc(C(=O)c2ccccc2)cc1, C[Si](C)(C)C1SCCCS1, CCCCCC, ClCCl, C1CCOC1, O. Product: CN(C)c1ccc(C(=C2SCCCS2)c2ccccc2)cc1. Reaction SMILES: [CH2:11]([Li:12])[CH2:13][CH2:14][CH3:15].[CH3:16][N:17]([c:18]1[cH:19][cH:20][c:21]([C:22](=[O:23])[c:24]2[cH:25][cH:26][cH:27][cH:28][cH:29]2)[cH:30][cH:31]1)[CH3:32].[CH3:1][Si:2]([CH:3]1[S:4][CH2:5][CH2:6][CH2:7][S:8]1)([CH3:9])[CH3:10].[CH3:39][CH2:40][CH2:41][CH2:42][CH2:43][CH3:44].[Cl:45][CH2:46][Cl:47].[O:34]1[CH2:35][CH2:36][CH2:37][CH2:38]1.[OH2:33]>>[C:3]1(=[C:22]([c:21]2[cH:20][cH:19][c:18]([N:17]([CH3:16])[CH3:32])[cH:31][cH:30]2)[c:24]2[cH:25][cH:26][cH:27][cH:28][cH:29]2)[S:4][CH2:5][CH2:6][CH2:7][S:8]1. Reactants: NC=1NC(=CC1C(=O)OCC)C1=CC(=CC=C1)OC (2-amino-3-ethoxycarbonyl-5-(3-methoxy-phenyl)-1H-pyrrole), C(=O)N (formamide). Run in CN(C)C=O (DMF), C(=O)O (formic acid). Product: COC=1C=C(C=CC1)C1=CC2=C(N=CN=C2O)N1 (6-(3-Methoxy-phenyl)-7H-pyrrolo[2,3-d]pyrimidin-4-ol). As a reaction SMILES: [NH2:1][C:2]1[NH:3][C:4]([C:12]2[CH:17]=[CH:16][CH:15]=[C:14]([O:18][CH3:19])[CH:13]=2)=[CH:5][C:6]=1[C:7](OCC)=[O:8].[CH:20]([NH2:22])=O>CN(C=O)C.C(O)=O>[CH3:19][O:18][C:14]1[CH:13]=[C:12]([C:4]2[NH:3][C:2]3[N:1]=[CH:20][N:22]=[C:7]([OH:8])[C:6]=3[CH:5]=2)[CH:17]=[CH:16][CH:15]=1. Reported procedure: Under a protective gas, 7.19 g (29 mmol) of 2-amino-3-ethoxycarbonyl-5-(3-methoxy-phenyl)-1H-pyrrole in 59 ml of formamide, 29.5 ml of DMF and 14.7 ml of formic acid are heated at 150° C. overnight. Working-up analogously to Step 8.2 yields the title compound; TLC-Rf =0.3 (hexane/ethyl acetate [1:1]). Starting materials: CC(=O)OC(C)=O, CO, COC(=O)C1C2CC(N)C(C2)N1C(=O)OC(C)(C)C. Yields the product COC(=O)C1C2CC(NC(C)=O)C(C2)N1C(=O)OC(C)(C)C. RXN SMILES: [CH3:20][C:21](=[O:22])[O:23][C:24](=[O:25])[CH3:26].[CH3:27][OH:28].[NH2:1][CH:2]1[CH2:3][CH:4]2[CH:5]([C:16](=[O:17])[O:18][CH3:19])[N:6]([C:9](=[O:10])[O:11][C:12]([CH3:13])([CH3:14])[CH3:15])[CH:7]1[CH2:8]2>>[NH:1]([CH:2]1[CH2:3][CH:4]2[CH:5]([C:16](=[O:17])[O:18][CH3:19])[N:6]([C:9](=[O:10])[O:11][C:12]([CH3:13])([CH3:14])[CH3:15])[CH:7]1[CH2:8]2)[C:21]([CH3:20])=[O:22]. The reactants are C(C)OC(=O)C1(CC1)C1=CC=C(C=C1)C1=CC=C(C=C1)C1=C(C(=NO1)C)C(C=C)O (1-{4′-[4-(1-hydroxy-allyl)-3-methyl-isoxazol-5-yl]-biphenyl-4-yl}-cyclopropanecarboxylic acid ethyl ester), IC1=CC=CC=C1 (iodobenzene). The product is C(C)OC(=O)C1(CC1)C1=CC=C(C=C1)C1=CC=C(C=C1)C1=C(C(=NO1)C)C(CCC1=CC=CC=C1)=O (1-{4′-[3-Methyl-4-(3-phenyl-propionyl)-isoxazol-5-yl]-biphenyl-4-yl}-cyclopropanecarboxylic acid ethyl ester). Reaction SMILES: [CH2:1]([O:3][C:4]([C:6]1([C:9]2[CH:14]=[CH:13][C:12]([C:15]3[CH:20]=[CH:19][C:18]([C:21]4[O:25][N:24]=[C:23]([CH3:26])[C:22]=4[CH:27]([OH:30])[CH:28]=[CH2:29])=[CH:17][CH:16]=3)=[CH:11][CH:10]=2)[CH2:8][CH2:7]1)=[O:5])[CH3:2].I[C:32]1[CH:37]=[CH:36][CH:35]=[CH:34][CH:33]=1>>[CH2:1]([O:3][C:4]([C:6]1([C:9]2[CH:10]=[CH:11][C:12]([C:15]3[CH:20]=[CH:19][C:18]([C:21]4[O:25][N:24]=[C:23]([CH3:26])[C:22]=4[C:27](=[O:30])[CH2:28][CH2:29][C:32]4[CH:37]=[CH:36][CH:35]=[CH:34][CH:33]=4)=[CH:17][CH:16]=3)=[CH:13][CH:14]=2)[CH2:8][CH2:7]1)=[O:5])[CH3:2]. Procedure details: Prepared according to the procedure described in Example 39, Step 1, using 1-{4′-[4-(1-hydroxy-allyl)-3-methyl-isoxazol-5-yl]-biphenyl-4-yl}-cyclopropanecarboxylic acid ethyl ester and iodobenzene. The crude material was purified on silica gel (0-60% EtOAc in hexanes) to give a separable mixture of two compounds, one of which was the title compound. Reactants: Clc1ncnc2cc(CBr)ccc12, CC(C)(C)OC(=O)N1CCNC(=O)C1, C1CCOC1, [Cl-], [H-], [NH4+], [Na+], CN(C)C=O. Yields the product CC(C)(C)OC(=O)N1CCN(Cc2ccc3c(Cl)ncnc3c2)C(=O)C1. Reaction SMILES: [Br:15][CH2:16][c:17]1[cH:18][cH:19][c:20]2[c:21]([Cl:27])[n:22][cH:23][n:24][c:25]2[cH:26]1.[C:1]([CH3:2])([CH3:3])([CH3:4])[O:5][C:6](=[O:7])[N:8]1[CH2:9][C:10](=[O:14])[NH:11][CH2:12][CH2:13]1.[CH2:32]1[O:33][CH2:34][CH2:35][CH2:36]1.[Cl-:30].[H-:29].[NH4+:31].[Na+:28].[O:37]=[CH:38][N:39]([CH3:40])[CH3:41]>>[C:1]([CH3:2])([CH3:3])([CH3:4])[O:5][C:6](=[O:7])[N:8]1[CH2:9][C:10](=[O:14])[N:11]([CH2:16][c:17]2[cH:18][cH:19][c:20]3[c:21]([Cl:27])[n:22][cH:23][n:24][c:25]3[cH:26]2)[CH2:12][CH2:13]1.